Dataset: the Open Reaction Database (ORD), a public repository of structured organic reaction records. Task: describe an organic reaction: reactants, conditions, products, and yield Starting materials: C(#N)C=1C=CC(=C(C1)S(=O)[O-])[C@H]1N(C(N(C(=C1C#N)C)C1=CC(=CC=C1)C(F)(F)F)=O)C.[Na+] (Sodium 5-cyano-2-{(4S)-5-cyano-3,6-dimethyl-2-oxo-1-[3-(trifluoromethyl)phenyl]-1,2,3,4-tetrahydropyrimidin-4-yl}benzenesulfinate), C(C1=CC=CC=C1)Br (Benzyl bromide), [I-].[K+] (potassium iodide), C(C1=CC=CC=C1)Br (benzyl bromide). Run in CN(C)C=O (DMF). Conditions: temperature 110 celsius. Product: C(C1=CC=CC=C1)S(=O)(=O)C1=C(C=CC(=C1)C#N)[C@H]1N(C(N(C(=C1C#N)C)C1=CC(=CC=C1)C(F)(F)F)=O)C ((4S)-4-[2-(Benzylsulfonyl)-4-cyanophenyl]-3,6-dimethyl-2-oxo-1-[3-(trifluoromethyl)phenyl]-1,2,3,4-tetrahydropyrimidine-5-carbonitrile). As a reaction SMILES: [C:1]([C:3]1[CH:4]=[CH:5][C:6]([C@@H:12]2[C:17]([C:18]#[N:19])=[C:16]([CH3:20])[N:15]([C:21]3[CH:26]=[CH:25][CH:24]=[C:23]([C:27]([F:30])([F:29])[F:28])[CH:22]=3)[C:14](=[O:31])[N:13]2[CH3:32])=[C:7]([S:9]([O-:11])=[O:10])[CH:8]=1)#[N:2].[Na+].[CH2:34](Br)[C:35]1[CH:40]=[CH:39][CH:38]=[CH:37][CH:36]=1.[I-].[K+]>CN(C=O)C>[CH2:34]([S:9]([C:7]1[CH:8]=[C:3]([C:1]#[N:2])[CH:4]=[CH:5][C:6]=1[C@@H:12]1[C:17]([C:18]#[N:19])=[C:16]([CH3:20])[N:15]([C:21]2[CH:26]=[CH:25][CH:24]=[C:23]([C:27]([F:29])([F:30])[F:28])[CH:22]=2)[C:14](=[O:31])[N:13]1[CH3:32])(=[O:11])=[O:10])[C:35]1[CH:40]=[CH:39][CH:38]=[CH:37][CH:36]=1 |f:0.1,3.4|. Procedure details: The reaction was carried out under argon. Sodium 5-cyano-2-{(4S)-5-cyano-3,6-dimethyl-2-oxo-1-[3-(trifluoromethyl)phenyl]-1,2,3,4-tetrahydropyrimidin-4-yl}benzenesulfinate (150 mg, 101 μmol; purity 32%) was suspended in DMF (1 ml). Benzyl bromide (173 mg, 1.01 mmol; 10 eq.) was then added, and the mixture was heated in a closed tube at 110° C. for 24 h. Molecular sieve (4 Å), potassium iodide (110 mg, 0.66 mmol) and further benzyl bromide (173 mg, 1.01 mmol; 10 eq.) were then added, and the reac... The reactants are OC(C=1C=C(C#N)C=CC1)C1=CC=C(C=C1)CO[Si](C(C)C)(C(C)C)C(C)C (3-[hydroxy-(4-triisopropylsilanyloxymethyl-phenyl)-methyl]-benzonitrile), O1CCCC=C1 (3,4-dihydro-2H-pyran), ClCCl (dichloromethane), C1(=CC=C(C=C1)S(=O)(=O)[O-])C.[NH+]1=CC=CC=C1 (pyridinium p-toluenesulfonate). Run in C(O)([O-])=O.[Na+] (sodium hydrogen carbonate). The product is O1C(CCCC1)OC(C=1C=C(C#N)C=CC1)C1=CC=C(C=C1)CO[Si](C(C)C)(C(C)C)C(C)C (3-[(tetrahydro-pyran-2-yloxy)-(4-triisopropylsilanyloxymethyl-phenyl)-methyl]-benzonitrile). Isolated yield 100.4%. Reaction SMILES: [OH:1][CH:2]([C:11]1[CH:16]=[CH:15][C:14]([CH2:17][O:18][Si:19]([CH:26]([CH3:28])[CH3:27])([CH:23]([CH3:25])[CH3:24])[CH:20]([CH3:22])[CH3:21])=[CH:13][CH:12]=1)[C:3]1[CH:4]=[C:5]([CH:8]=[CH:9][CH:10]=1)[C:6]#[N:7].[O:29]1[CH:34]=[CH:33][CH2:32][CH2:31][CH2:30]1.ClCCl.C1(C)C=CC(S([O-])(=O)=O)=CC=1.[NH+]1C=CC=CC=1>C(=O)([O-])O.[Na+]>[O:29]1[CH2:34][CH2:33][CH2:32][CH2:31][CH:30]1[O:1][CH:2]([C:11]1[CH:16]=[CH:15][C:14]([CH2:17][O:18][Si:19]([CH:23]([CH3:25])[CH3:24])([CH:26]([CH3:28])[CH3:27])[CH:20]([CH3:21])[CH3:22])=[CH:13][CH:12]=1)[C:3]1[CH:4]=[C:5]([CH:8]=[CH:9][CH:10]=1)[C:6]#[N:7] |f:3.4,5.6|. Procedure details: Stir a solution of 3-[hydroxy-(4-triisopropylsilanyloxymethyl-phenyl)-methyl]-benzonitrile (12 g, 30.3 mmol), 3,4-dihydro-2H-pyran (3.6 mL, 39.4 mmol) and dichloromethane (250 mL) at room temperature. Add pyridinium p-toluenesulfonate (0.8 g, 3.03 mmol) and stir the resulting mixture 18 hours at room temperature. Dilute the reaction mixture with aqueous saturated sodium hydrogen carbonate (100 mL) and separate the layers. Extract the aqueous layer is washed with dichloromethane (2×50 mL), combin... Reactants: [Li]CCCC, Clc1ncccn1, N#CC1=C(C#N)C(=O)C(Cl)=C(Cl)C1=O, [Na+], C1CCOC1, [OH-], Cc1ccc(S(=O)(=O)c2cccs2)cc1. Product: Cc1ccc(S(=O)(=O)c2ccc(-c3ccnc(Cl)n3)s2)cc1. As a reaction SMILES: [CH2:1]([Li:2])[CH2:3][CH2:4][CH3:5].[Cl:21][c:22]1[n:23][cH:24][cH:25][cH:26][n:27]1.[Cl:28][C:29]1=[C:40]([Cl:41])[C:38](=[O:39])[C:35]([C:36]#[N:37])=[C:32]([C:33]#[N:34])[C:30]1=[O:31].[Na+:43].[O:44]1[CH2:45][CH2:46][CH2:47][CH2:48]1.[OH-:42].[S:6](=[O:7])(=[O:8])([c:9]1[cH:10][cH:11][c:12]([CH3:13])[cH:14][cH:15]1)[c:16]1[s:17][cH:18][cH:19][cH:20]1>>[S:6](=[O:7])(=[O:8])([c:9]1[cH:10][cH:11][c:12]([CH3:13])[cH:14][cH:15]1)[c:16]1[s:17][c:18](-[c:26]2[cH:25][cH:24][n:23][c:22]([Cl:21])[n:27]2)[cH:19][cH:20]1.